From a dataset of the Open Reaction Database (ORD), a public repository of structured organic reaction records. describe an organic reaction: reactants, conditions, products, and yield Starting materials: ClC1=NC=NC(=C1)C1=CC=C(C=C1)C(F)(F)F (4-chloro-6-(4-trifluoromethyl-phenyl)-pyrimidine), OC1=CC=C2C=CC(NC2=C1)=O (7-hydroxy-1H-quinolin-2-one), N12CCCCCC2=NCCC1 (1,8-diazabicyclo[5.4.0]undec-7-ene). Run in CC#N (CH3CN). Product: FC(C1=CC=C(C=C1)C1=CC(=NC=N1)OC1=CC=C2C=CC(NC2=C1)=O)(F)F (7-[6-(4-Trifluoromethyl-phenyl)-pyrimidin-4-yloxy]-1H-quinolin-2-one). As a reaction SMILES: Cl[C:2]1[CH:7]=[C:6]([C:8]2[CH:13]=[CH:12][C:11]([C:14]([F:17])([F:16])[F:15])=[CH:10][CH:9]=2)[N:5]=[CH:4][N:3]=1.[OH:18][C:19]1[CH:28]=[C:27]2[C:22]([CH:23]=[CH:24][C:25](=[O:29])[NH:26]2)=[CH:21][CH:20]=1.N12CCCN=C1CCCCC2>CC#N>[F:15][C:14]([F:17])([F:16])[C:11]1[CH:12]=[CH:13][C:8]([C:6]2[N:5]=[CH:4][N:3]=[C:2]([O:18][C:19]3[CH:28]=[C:27]4[C:22]([CH:23]=[CH:24][C:25](=[O:29])[NH:26]4)=[CH:21][CH:20]=3)[CH:7]=2)=[CH:9][CH:10]=1. Procedure: The title compound was prepared analogous to the methods used in Example 32(e) using 4-chloro-6-(4-trifluoromethyl-phenyl)-pyrimidine, (Example 2(a), Method A), (0.50 g, 1.9 mmol), 7-hydroxy-1H-quinolin-2-one (0.37 g, 2.3 mmol, prepared according to Synthesis 1997, 87–90) and 1,8-diazabicyclo[5.4.0]undec-7-ene (0.35 mL, 2.3 mmol, Aldrich) in CH3CN (40 mL). Purification by flash chromatography (0→2.5% MeOH/CH2Cl2) afforded the title compound as an off-white powder. Mp 288° C. MS (ESI, pos. ion) m... Reactants: Cl.N1C=NC(=C1)CCCO (3-(1H-imidazol-4-yl)propanol hydrochloride), C(C1=CC=CC=C1)(=O)N=C=O (benzoyl isocyanate). Run in C(C)#N (acetonitrile). Yields the product C(C1=CC=CC=C1)(=O)NC(OCCCC=1N=CNC1)=O (3-(1H-Imidazol-4-yl)propyl N-benzoylcarbamate). As a reaction SMILES: Cl.[NH:2]1[CH:6]=[C:5]([CH2:7][CH2:8][CH2:9][OH:10])[N:4]=[CH:3]1.[C:11]([N:19]=[C:20]=[O:21])(=[O:18])[C:12]1[CH:17]=[CH:16][CH:15]=[CH:14][CH:13]=1>C(#N)C>[C:11]([NH:19][C:20](=[O:21])[O:10][CH2:9][CH2:8][CH2:7][C:5]1[N:4]=[CH:3][NH:2][CH:6]=1)(=[O:18])[C:12]1[CH:17]=[CH:16][CH:15]=[CH:14][CH:13]=1 |f:0.1|. Procedure: 5 mmol of 3-(1H-imidazol-4-yl)propanol hydrochloride in 10 ml of acetonitrile are maintained at reflux for 2 h with 5 mmol of benzoyl isocyanate. After evaporation under vacuum, the title compound is stirred in water and filtered. Reactants: [Li]CCCC (n-BuLi), OO (H2O2), BrC=1C(=CC(=NC1CCCCCCCCCCOCOC)N(C)C)OC (5-Bromo-4-methoxy-6-(10-(methoxymethoxy)decyl)-N,N-dimethylpyridin-2-amine), [OH-].[Na+] (NaOH), B([O-])([O-])[O-] (borate). Solvent: O (water), CCCCC (pentane), C1CCOC1 (THF). Reaction conditions: temperature 23 celsius, time 10 minute. Product: CN(C1=CC(=C(C(=N1)CCCCCCCCCCOCOC)O)OC)C (6-(Dimethylamino)-4-methoxy-2-(10-(methoxymethoxy)decyl)pyridin-3-ol). Reaction SMILES: Br[C:2]1[C:3]([O:25][CH3:26])=[CH:4][C:5]([N:22]([CH3:24])[CH3:23])=[N:6][C:7]=1[CH2:8][CH2:9][CH2:10][CH2:11][CH2:12][CH2:13][CH2:14][CH2:15][CH2:16][CH2:17][O:18][CH2:19][O:20][CH3:21].[Li]CCCC.B([O-])([O-])[O-:33].OO.[OH-].[Na+]>C1COCC1.CCCCC.O>[CH3:23][N:22]([CH3:24])[C:5]1[N:6]=[C:7]([CH2:8][CH2:9][CH2:10][CH2:11][CH2:12][CH2:13][CH2:14][CH2:15][CH2:16][CH2:17][O:18][CH2:19][O:20][CH3:21])[C:2]([OH:33])=[C:3]([O:25][CH3:26])[CH:4]=1 |f:4.5|. Procedure: To a stirred solution containing 114 mg (0.26 mmol) of 5-Bromo-4-methoxy-6-(10-(methoxymethoxy)decyl)-N,N-dimethylpyridin-2-amine in 5 mL of anhydrous THF were added 413 μL (0.66 mmol) of 1.6M n-BuLi in pentane. The reaction mixture was stirred at 23° C. for 10 minutes. Then, were added 89.0 μL (0.79 mmol) of trymethyl borate and the mixture was stirred at 23° C. for 30 minutes. Then, were added 684 μL (12.6 mmol) of 35% aq H2O2 followed by 684 μL of 1N NaOH. The reaction mixture was stirred at ... Starting materials: [H-].[Na+] (sodium hydride), CC(C(C)(C)C)=O (pinacolone), C(OC)(OC)=O (dimethyl carbonate). The solvent is CN(P(N(C)C)(N(C)C)=O)C (hexamethyl phosphoric acid triamide). Yields the product COC(CC(C(C)(C)C)=O)=O (pivaloyl acetic acid methyl ester). Isolated yield 83.5%. As a reaction SMILES: [H-].[Na+].[CH3:3][C:4](=[O:9])[C:5]([CH3:8])([CH3:7])[CH3:6].[C:10](=O)([O:13]C)[O:11][CH3:12]>CN(C)P(=O)(N(C)C)N(C)C>[CH3:12][O:11][C:10](=[O:13])[CH2:3][C:4](=[O:9])[C:5]([CH3:8])([CH3:7])[CH3:6] |f:0.1|. Procedure details: 60 g of sodium hydride were suspended in 450 cc of dimethyl carbonate and 100 cc of hexamethyl phosphoric acid triamide. 100 g of pinacolone (92%) were added slowly at 45° C and on completion of the addition, the reaction mixture was processed as described in 3 above. The yield was 83.5% of pivaloyl acetic acid methyl ester. The reactants are C(C)(C)(C)C=1C=CC(C1)=C(CC)CC (3-tert-butyl-6,6-diethylfulvene), C(C)(C)(C)C=1C=CC=2CC3=CC=C(C=C3C2C1)C(C)(C)C (3,6-di-tert-butylfluorene), CCCCCC (hexane), C(CCC)[Li] (n-butyllithium). Solvent: CCOCC (ether), O (water), C1CCOC1 (THF), C1CCOC1 (THF). Product: C(C)(C)(C)C1=CC(C=C1)C(C)C(CC)C1=CC(=CC=2C3=CC(=CC=C3CC12)C(C)(C)C)C(C)(C)C (2-(3-tert-butylcyclopentadienyl)-3-(3,6-di-tert-butylfluorenyl)pentane). The yield is 70.3%. RXN SMILES: [C:1]([C:5]1[CH:6]=[CH:7][C:8]2[CH2:9][C:10]3[C:15]([C:16]=2[CH:17]=1)=[CH:14][C:13]([C:18]([CH3:21])([CH3:20])[CH3:19])=[CH:12][CH:11]=3)([CH3:4])([CH3:3])[CH3:2].[CH3:22]CCCCC.C([Li])CCC.[C:33]([C:37]1[CH:38]=[CH:39][C:40](=[C:42]([CH2:45]C)[CH2:43][CH3:44])[CH:41]=1)([CH3:36])([CH3:35])[CH3:34]>C1COCC1.CCOCC.O>[C:33]([C:37]1[CH:38]=[CH:39][CH:40]([CH:42]([CH:43]([C:11]2[C:10]3[CH2:9][C:8]4[C:16](=[CH:17][C:5]([C:1]([CH3:4])([CH3:3])[CH3:2])=[CH:6][CH:7]=4)[C:15]=3[CH:14]=[C:13]([C:18]([CH3:21])([CH3:20])[CH3:19])[CH:12]=2)[CH2:44][CH3:22])[CH3:45])[CH:41]=1)([CH3:34])([CH3:35])[CH3:36]. Reported procedure: To a solution of 1.99 g (7.1 mmol) of 3,6-di-tert-butylfluorene in 30 ml of THF, 4.6 ml (7.5 mmol) of a hexane solution of n-butyllithium was dropwise added in a nitrogen atmosphere with ice cooling, followed by stirring at room temperature for one night. To the resulting red solution, a solution of 1.50 g (7.9 mmol) of 3-tert-butyl-6,6-diethylfulvene in 30 ml of THF was dropwise added in a nitrogen atmosphere with ice cooling, followed by stirring at room temperature for one night. After the re... Starting materials: CCc1cc(Br)ccc1CO, ClC(Cl)Cl, BrP(Br)Br. Product: CCc1cc(Br)ccc1CBr. RXN SMILES: [Br:1][c:2]1[cH:3][c:4]([CH2:10][CH3:11])[c:5]([CH2:8][OH:9])[cH:6][cH:7]1.[Cl:16][CH:17]([Cl:18])[Cl:19].[P:12]([Br:13])([Br:14])[Br:15]>>[Br:1][c:2]1[cH:3][c:4]([CH2:10][CH3:11])[c:5]([CH2:8][Br:13])[cH:6][cH:7]1. The reactants are C, CO, CC(C)=C1Cc2cnc3c(c2C1=O)CCO3, [Pd]. The product is CC(C)C1Cc2cnc3c(c2C1=O)CCO3. Reaction SMILES: [C:19].[CH3:17][OH:18].[CH3:1][C:2]([CH3:3])=[C:4]1[CH2:5][c:6]2[c:7]([c:8]3[c:9]([n:10][cH:11]2)[O:12][CH2:13][CH2:14]3)[C:15]1=[O:16].[Pd:20]>>[CH3:1][CH:2]([CH3:3])[CH:4]1[CH2:5][c:6]2[c:7]([c:8]3[c:9]([n:10][cH:11]2)[O:12][CH2:13][CH2:14]3)[C:15]1=[O:16].